From a dataset of the Open Reaction Database (ORD), a public repository of structured organic reaction records. describe an organic reaction: reactants, conditions, products, and yield Starting materials: C1(=C(C=CC=C1)P(C1=C(C=CC=C1)C)C1=C(C=CC=C1)C)C (tri-o-tolylphosphine), FC=1C=NC=CC1I (3-fluoro-4-iodopyridine), C(C)(C)(C)OC(=O)N1CCN(CC1)C(=O)N1CCNCC1 (1-[1-(t-butoxycarbonyl)piperazin-4-ylcarbonyl]piperazine), CC(C)([O-])C.[Na+] (sodium t-butoxide). Reagents/catalysts: C=1C=CC(=CC1)/C=C/C(=O)/C=C/C2=CC=CC=C2.C=1C=CC(=CC1)/C=C/C(=O)/C=C/C2=CC=CC=C2.C=1C=CC(=CC1)/C=C/C(=O)/C=C/C2=CC=CC=C2.[Pd].[Pd] (Tris(dibenzylideneacetone)dipalladium(0)). Run in O1CCOCC1 (1,4-dioxane), C(C)OCC (diethyl ether). Reaction conditions: temperature 100 celsius. The product is C(C)(C)(C)OC(=O)N1CCN(CC1)C(=O)N1CCN(CC1)C1=C(C=NC=C1)F (1-(t-butoxycarbonyl)-4-[1-(3-fluoro-4-pyridyl)piperazin-4-ylcarbonyl]piperazine). The yield is 43.0%. Reaction SMILES: C1(C)C=CC=CC=1P(C1C=CC=CC=1C)C1C=CC=CC=1C.[F:23][C:24]1[CH:25]=[N:26][CH:27]=[CH:28][C:29]=1I.[C:31]([O:35][C:36]([N:38]1[CH2:43][CH2:42][N:41]([C:44]([N:46]2[CH2:51][CH2:50][NH:49][CH2:48][CH2:47]2)=[O:45])[CH2:40][CH2:39]1)=[O:37])([CH3:34])([CH3:33])[CH3:32].CC(C)([O-])C.[Na+]>O1CCOCC1.C(OCC)C.C1C=CC(/C=C/C(/C=C/C2C=CC=CC=2)=O)=CC=1.C1C=CC(/C=C/C(/C=C/C2C=CC=CC=2)=O)=CC=1.C1C=CC(/C=C/C(/C=C/C2C=CC=CC=2)=O)=CC=1.[Pd].[Pd]>[C:31]([O:35][C:36]([N:38]1[CH2:43][CH2:42][N:41]([C:44]([N:46]2[CH2:51][CH2:50][N:49]([C:29]3[CH:28]=[CH:27][N:26]=[CH:25][C:24]=3[F:23])[CH2:48][CH2:47]2)=[O:45])[CH2:40][CH2:39]1)=[O:37])([CH3:34])([CH3:32])[CH3:33] |f:3.4,7.8.9.10.11|. Procedure: Tris(dibenzylideneacetone)dipalladium(0) (0.184 g) and tri-o-tolylphosphine (0.244 g) were added to a suspension of 3-fluoro-4-iodopyridine (4.46 g), 1-[1-(t-butoxycarbonyl)piperazin-4-ylcarbonyl]piperazine (3.0 g) and sodium t-butoxide (2.12 g) in dry 1,4-dioxane (40 ml) under an atmosphere of argon. The mixture was heated at 100° C. for 18 hours. The mixture was cooled, diluted with diethyl ether (200 ml) and washed with saturated brine (40 ml). The aqueous layer was back-extracted with diethy... As a reaction SMILES: [CH3:17][CH2:18][OH:19].[CH3:1][C:2]1([CH2:11][C:12](=[O:13])[O:14][CH2:15][CH3:16])[CH2:3][CH2:4][c:5]2[cH:6][cH:7][cH:8][cH:9][c:10]21>>[CH:2]1([CH2:11][C:12](=[O:13])[O:14][CH2:15][CH3:16])[CH2:3][CH2:4][c:5]2[cH:6][cH:7][cH:8][cH:9][c:10]21. Starting materials: CCO, CCOC(=O)CC1(C)CCc2ccccc21. Yields the product CCOC(=O)CC1CCc2ccccc21. The reactants are CS(=O)(=O)Oc1ccc(CCOc2ccc(C=O)cc2)c(OS(C)(=O)=O)c1, CC(=O)[O-], ClCCl, [Na+], O=C1CSC(=O)N1. Yields the product CS(=O)(=O)Oc1ccc(CCOc2ccc(C=C3SC(=O)NC3=O)cc2)c(OS(C)(=O)=O)c1. Reaction SMILES: [CH3:1][S:2](=[O:3])(=[O:4])[O:5][c:6]1[cH:7][c:8]([O:23][S:24](=[O:25])(=[O:26])[CH3:27])[c:9]([CH2:12][CH2:13][O:14][c:15]2[cH:16][cH:17][c:18]([CH:21]=[O:22])[cH:19][cH:20]2)[cH:10][cH:11]1.[CH3:36][C:37](=[O:38])[O-:39].[Cl:40][CH2:41][Cl:42].[Na+:35].[S:28]1[C:29](=[O:34])[NH:30][C:31](=[O:33])[CH2:32]1>>[CH3:1][S:2](=[O:3])(=[O:4])[O:5][c:6]1[cH:7][c:8]([O:23][S:24](=[O:25])(=[O:26])[CH3:27])[c:9]([CH2:12][CH2:13][O:14][c:15]2[cH:16][cH:17][c:18]([CH:21]=[C:32]3[S:28][C:29](=[O:34])[NH:30][C:31]3=[O:33])[cH:19][cH:20]2)[cH:10][cH:11]1. The reactants are [OH-].[Na+] (sodium hydroxide), S(=O)(Cl)Cl (Thionyl chloride), CN(C=O)C (N,N-dimethylformamide), ClC=1C=C(C=CC1C1CCCCC1)C1=NC(=NO1)C1=CC=C(C=C1)CO ({4-[5-(3-chloro-4-cyclohexylphenyl)-[1,2,4]-oxadiazol-3-yl]phenyl}methanol). The solvent is ClCCl (dichloromethane), O (water). Reaction conditions: temperature 42.5 celsius, time 1 hour. The product is ClC=1C=C(C=CC1C1CCCCC1)C1=NC(=NO1)C1=CC=C(C=C1)CCl (5-(3-chloro-4-cyclohexylphenyl)-3-(4-chloromethylphenyl)-[1,2,4]-oxadiazole). Reaction SMILES: S(Cl)([Cl:3])=O.CN(C)C=O.[Cl:10][C:11]1[CH:12]=[C:13]([C:23]2[O:27][N:26]=[C:25]([C:28]3[CH:33]=[CH:32][C:31]([CH2:34]O)=[CH:30][CH:29]=3)[N:24]=2)[CH:14]=[CH:15][C:16]=1[CH:17]1[CH2:22][CH2:21][CH2:20][CH2:19][CH2:18]1.[OH-].[Na+]>ClCCl.O>[Cl:10][C:11]1[CH:12]=[C:13]([C:23]2[O:27][N:26]=[C:25]([C:28]3[CH:33]=[CH:32][C:31]([CH2:34][Cl:3])=[CH:30][CH:29]=3)[N:24]=2)[CH:14]=[CH:15][C:16]=1[CH:17]1[CH2:22][CH2:21][CH2:20][CH2:19][CH2:18]1 |f:3.4|. Procedure details: Thionyl chloride (0.27 mL, 0.0037 mol) and N,N-dimethylformamide (0.1 mL) are added to a stirred solution of {4-[5-(3-chloro-4-cyclohexylphenyl)-[1,2,4]-oxadiazol-3-yl]phenyl}methanol (0.45 g, 0.0012 mol) in dichloromethane (10 mL) at 0° C. The reaction mixture is heated at 40-45° C. and is stirred at this temperature for 1 hr. It is then cooled to 0-5° C. temperature, treated with demineralized water (3 mL) and is neutralized with 4N sodium hydroxide solution at 0-5° C. to adjust the pH 8-9. Fi... Starting materials: CN(C=O)C (N,N-dimethylformamide), FC(S(=O)(=O)O[Si](C)(C)C(C)(C)C)(F)F (tert-butyldimethylsilyl trifluromethane sulfonate), N1=C(C=CC=C1C)C (2,6-Lutidine), BrC1=CC(=C(C=C1)[C@@H]1[C@H](C(N1C1=CC=CC=C1)=O)CC[C@@H](C1=CC=C(C=C1)F)O[Si](C)(C)C(C)(C)C)O ((3R,4S)-4-(4-Bromo-2-hydroxyphenyl)-3-[(3S)-3-{[tert-butyl(dimethyl)silyl]oxy}-3-(4-fluorophenyl)propyl]-1-phenylazetidin-2-one), N1=C(C=CC=C1C)C (2,6-Lutidine), FC(S(=O)(=O)O[Si](C)(C)C(C)(C)C)(F)F (tert-butyldimethylsilyl trifluromethane sulfonate). Run in C(C)(=O)OCC (ethyl acetate), O (water), ClCCl (dichloromethane). Run at time 2.25 hour. Product: BrC1=CC(=C(C=C1)[C@@H]1[C@H](C(N1C1=CC=CC=C1)=O)CC[C@@H](C1=CC=C(C=C1)F)O[Si](C)(C)C(C)(C)C)O[Si](C)(C)C(C)(C)C ((3R,4S)-4-(4-bromo-2-{[tert-butyl(dimethyl)silyl]oxy}phenyl)-3-[(3S)-3-{[tert-butyl(dimethyl)silyl]oxy}-3-(4-fluorophenyl)propyl]-1-phenylazetidin-2-one). Isolated yield 98.3%. As a reaction SMILES: [Br:1][C:2]1[CH:7]=[CH:6][C:5]([C@H:8]2[N:11]([C:12]3[CH:17]=[CH:16][CH:15]=[CH:14][CH:13]=3)[C:10](=[O:18])[C@@H:9]2[CH2:19][CH2:20][C@H:21]([O:29][Si:30]([C:33]([CH3:36])([CH3:35])[CH3:34])([CH3:32])[CH3:31])[C:22]2[CH:27]=[CH:26][C:25]([F:28])=[CH:24][CH:23]=2)=[C:4]([OH:37])[CH:3]=1.CN(C)C=O.N1C(C)=CC=CC=1C.FC(F)(F)S(O[Si:57]([C:60]([CH3:63])([CH3:62])[CH3:61])([CH3:59])[CH3:58])(=O)=O>ClCCl.C(OCC)(=O)C.O>[Br:1][C:2]1[CH:7]=[CH:6][C:5]([C@H:8]2[N:11]([C:12]3[CH:13]=[CH:14][CH:15]=[CH:16][CH:17]=3)[C:10](=[O:18])[C@@H:9]2[CH2:19][CH2:20][C@H:21]([O:29][Si:30]([C:33]([CH3:34])([CH3:36])[CH3:35])([CH3:32])[CH3:31])[C:22]2[CH:23]=[CH:24][C:25]([F:28])=[CH:26][CH:27]=2)=[C:4]([O:37][Si:57]([C:60]([CH3:63])([CH3:62])[CH3:61])([CH3:59])[CH3:58])[CH:3]=1. Procedure: (3R,4S)-4-(4-Bromo-2-hydroxyphenyl)-3-[(3S)-3-{[tert-butyl(dimethyl)silyl]oxy}-3-(4-fluorophenyl)propyl]-1-phenylazetidin-2-one (1.04 g, 1.79 mmol) was dissolved in anhydrous dichloromethane (5 mL), anhydrous N,N-dimethylformamide (5 mL) and stirred under nitrogen at room temperature. 2,6-Lutidine (1.0 mL, 920 mg, 8.6 mmol) was added followed by drop-wise addition of tert-butyldimethylsilyl trifluromethane sulfonate (1.2 mL, 1.38 g, 5.22 mmol). The reaction was stirred under nitrogen at room tem... The product is c1ccc(CNc2nccc(-n3cnc4ccccc43)n2)cc1. RXN SMILES: [CH3:1][S:2](=[O:3])(=[O:4])[c:5]1[n:6][cH:7][cH:8][c:9](-[n:11]2[cH:12][n:13][c:14]3[c:15]2[cH:16][cH:17][cH:18][cH:19]3)[n:10]1.[NH2:20][CH2:21][c:22]1[cH:23][cH:24][cH:25][cH:26][cH:27]1>>[c:5]1([NH:20][CH2:21][c:22]2[cH:23][cH:24][cH:25][cH:26][cH:27]2)[n:6][cH:7][cH:8][c:9](-[n:11]2[cH:12][n:13][c:14]3[c:15]2[cH:16][cH:17][cH:18][cH:19]3)[n:10]1. Reactants: CS(=O)(=O)c1nccc(-n2cnc3ccccc32)n1, NCc1ccccc1.